From a dataset of the Open Reaction Database (ORD), a public repository of structured organic reaction records. describe an organic reaction: reactants, conditions, products, and yield The reactants are BrC1=C2C=C(NC2=CC(=C1)F)C=O (4-bromo-6-fluoro-1H-indole-2-carbaldehyde), C(C)OC(=O)C=P(C1=CC=CC=C1)(C1=CC=CC=C1)C1=CC=CC=C1 ((ethoxycarbonylmethylene)triphenylphosphorane). Run in C1CCOC1 (THF). Reaction conditions: time 2 hour. Yields the product C(C)OC(C=CC=1NC2=CC(=CC(=C2C1)Br)F)=O (ethyl-3-(4-bromo-6-fluoro-1H-indol-2-yl)prop-2-enoate). The yield is 69.3%. RXN SMILES: [Br:1][C:2]1[CH:10]=[C:9]([F:11])[CH:8]=[C:7]2[C:3]=1[CH:4]=[C:5]([CH:12]=O)[NH:6]2.[CH2:14]([O:16][C:17]([CH:19]=P(C1C=CC=CC=1)(C1C=CC=CC=1)C1C=CC=CC=1)=[O:18])[CH3:15]>C1COCC1>[CH2:14]([O:16][C:17](=[O:18])[CH:19]=[CH:12][C:5]1[NH:6][C:7]2[C:3]([CH:4]=1)=[C:2]([Br:1])[CH:10]=[C:9]([F:11])[CH:8]=2)[CH3:15]. Procedure: To a solution of 4-bromo-6-fluoro-1H-indole-2-carbaldehyde (1.8 g, 7.4 mmol) in THF (100 mL) at r.t. was added (ethoxycarbonylmethylene)triphenylphosphorane (5 g, 14 mmol). The mixture was stirred for 2 hours at r.t. and the mixture was filtered through a silica gel pad eluted with 40% EtOAc and the filtrate was concentrated. The residue was purified by silica gel chromatography eluted with 20% EtOAc to give 1.6 g of the title compound.